This data is from the Open Reaction Database (ORD), a public repository of structured organic reaction records. The task is: describe an organic reaction: reactants, conditions, products, and yield Starting materials: COC1=C(C=O)C=CC(=C1)[N+](=O)[O-] (2-methoxy-4-nitrobenzaldehyde), CC(=O)C (acetone), solution, [OH-].[Na+] (NaOH), Cl (HCl). Solvent: O (water). Run at temperature 65 celsius. Product: COC1=C(C=CC(=C1)[N+](=O)[O-])C=CC(C)=O (4-(2-Methoxy-4-nitrophenyl)but-3-en-2-one). Yield: 100.0%. As a reaction SMILES: [CH3:1][O:2][C:3]1[CH:10]=[C:9]([N+:11]([O-:13])=[O:12])[CH:8]=[CH:7][C:4]=1[CH:5]=O.[OH-].[Na+].Cl.[CH3:17][C:18]([CH3:20])=[O:19]>O>[CH3:1][O:2][C:3]1[CH:10]=[C:9]([N+:11]([O-:13])=[O:12])[CH:8]=[CH:7][C:4]=1[CH:5]=[CH:17][C:18](=[O:19])[CH3:20] |f:1.2|. Reported procedure: To a mixture of 2-methoxy-4-nitrobenzaldehyde (10.0 g; 55.2 mmol) in 11 mL of water and 11 mL of acetone at 65° C. was added a 1% solution of NaOH (13.8 mL) over 30 minutes. The mixture was heated at 65° C. for 2 h, cooled in an ice bath and neutralized with 10% HCl. A solid precipitated which was filtered, washed with water and dried under vacuum to afford 12.2 g (100%) of the title compound as a reddish-brown solid. HPLC (Method #1) 2.48 min retention time, (80%); MS (ES): m/z 222 [M+H]+. Reported procedure: The title compound was prepared following the same general protocol as described for ((2S,3R)-2-(aminomethyl)-3-methylpiperidin-1-yl)(5-methyl-2-(1-methyl-1H-pyrazol-4-yl)phenyl)methanone in Example A11 using 5-methyl-2-(1H-pyrazol-1-yl)benzoic acid. MS (ESI) 313 (M+H). Product: NC[C@H]1N(CCC[C@H]1C)C(=O)C1=C(C=CC(=C1)C)N1N=CC=C1 (((2S,3R)-2-(Aminomethyl)-3-methylpiperidin-1-yl)(5-methyl-2-(1H-pyrazol-1-yl)phenyl)methanone). As a reaction SMILES: [NH2:1][CH2:2][C@@H:3]1[C@H:8]([CH3:9])[CH2:7][CH2:6][CH2:5][N:4]1[C:10]([C:12]1[CH:17]=[C:16]([CH3:18])[CH:15]=[CH:14][C:13]=1C1C=NN(C)C=1)=[O:11].CC1C=CC([N:35]2[CH:39]=[CH:38][CH:37]=[N:36]2)=C(C=1)C(O)=O>>[NH2:1][CH2:2][C@@H:3]1[C@H:8]([CH3:9])[CH2:7][CH2:6][CH2:5][N:4]1[C:10]([C:12]1[CH:17]=[C:16]([CH3:18])[CH:15]=[CH:14][C:13]=1[N:35]1[CH:39]=[CH:38][CH:37]=[N:36]1)=[O:11]. Starting materials: NC[C@H]1N(CCC[C@H]1C)C(=O)C1=C(C=CC(=C1)C)C=1C=NN(C1)C (((2S,3R)-2-(aminomethyl)-3-methylpiperidin-1-yl)(5-methyl-2-(1-methyl-1H-pyrazol-4-yl)phenyl)methanone), CC=1C=CC(=C(C(=O)O)C1)N1N=CC=C1 (5-methyl-2-(1H-pyrazol-1-yl)benzoic acid). Reactants: [BH3-]C#N, COc1ccc(CCN)cc1OC, COc1ccc(C#Cc2ccccc2)c(CCC(C)=O)c1, CC(=O)O, CO, [Na+]. Yields the product COc1ccc(C#Cc2ccccc2)c(CCC(C)NCCc2ccc(OC)c(OC)c2)c1. As a reaction SMILES: [C:35]([BH3-:36])#[N:37].[CH2:22]([CH2:23][c:24]1[cH:25][c:26]([O:27][CH3:28])[c:29]([O:30][CH3:31])[cH:32][cH:33]1)[NH2:34].[CH3:1][O:2][c:3]1[cH:4][cH:5][c:6]([C:14]#[C:15][c:16]2[cH:17][cH:18][cH:19][cH:20][cH:21]2)[c:7]([CH2:9][CH2:10][C:11]([CH3:12])=[O:13])[cH:8]1.[CH3:39][C:40](=[O:41])[OH:42].[CH3:43][OH:44].[Na+:38]>>[CH3:1][O:2][c:3]1[cH:4][cH:5][c:6]([C:14]#[C:15][c:16]2[cH:17][cH:18][cH:19][cH:20][cH:21]2)[c:7]([CH2:9][CH2:10][CH:11]([CH3:12])[NH:34][CH2:22][CH2:23][c:24]2[cH:25][c:26]([O:27][CH3:28])[c:29]([O:30][CH3:31])[cH:32][cH:33]2)[cH:8]1. Reactants: CCO, CCOC(=O)Cn1c(Cl)cnc(NC2COCC2OCC2CC2)c1=O, Cl, [Na+], [OH-]. Product: O=C(O)Cn1c(Cl)cnc(NC2COCC2OCC2CC2)c1=O. RXN SMILES: [CH3:29][CH2:30][OH:31].[CH:1]1([CH2:4][O:5][CH:6]2[CH2:7][O:8][CH2:9][CH:10]2[NH:11][c:12]2[c:13](=[O:25])[n:14]([CH2:19][C:20](=[O:21])[O:22][CH2:23][CH3:24])[c:15]([Cl:18])[cH:16][n:17]2)[CH2:2][CH2:3]1.[ClH:28].[Na+:27].[OH-:26]>>[CH:1]1([CH2:4][O:5][CH:6]2[CH2:7][O:8][CH2:9][CH:10]2[NH:11][c:12]2[c:13](=[O:25])[n:14]([CH2:19][C:20](=[O:21])[OH:22])[c:15]([Cl:18])[cH:16][n:17]2)[CH2:2][CH2:3]1.